This data is from the Open Reaction Database (ORD), a public repository of structured organic reaction records. The task is: describe an organic reaction: reactants, conditions, products, and yield The reactants are C(C)(C)(C)OC(NC1(CCC1)C1=CC=C(C=C1)C=1C(C2=CC=C3C(=C2OC1C1=CC=CC=C1)N(N=C3I)C)=O)=O ({1-[4-(3-iodo-1-methyl-6-oxo-8-phenyl-1,6-dihydro-9-oxa-1,2-diaza-cyclopenta[a]naphthalen-7-yl)-phenyl]-cyclobutyl}-carbamic acid tert-butyl ester), CCOC(=O)C (EtOAc). The reagents and catalysts are C=1C=CC(=CC1)[P](C=2C=CC=CC2)(C=3C=CC=CC3)[Pd]([P](C=4C=CC=CC4)(C=5C=CC=CC5)C=6C=CC=CC6)([P](C=7C=CC=CC7)(C=8C=CC=CC8)C=9C=CC=CC9)[P](C=1C=CC=CC1)(C=1C=CC=CC1)C=1C=CC=CC1 (tetrakis(triphenylphosphine)palladium(0)). Run in C1(=CC=CC=C1)C (toluene), C1CCCCC1 (cyclohexane). Reaction conditions: temperature 90 celsius, time 3 hour. Yields the product C(C)(C)(C)OC(NC1(CCC1)C1=CC=C(C=C1)C=1C(C2=CC=C3C(=C2OC1C1=CC=CC=C1)N(N=C3C=C)C)=O)=O ({1-[4-(1-Methyl-6-oxo-8-phenyl-3-vinyl-1,6-dihydro-9-oxa-1,2-diaza-cyclopenta[a]naphthalen-7-yl)-phenyl]-cyclobutyl}-carbamic acid tert-butyl ester). RXN SMILES: [C:1]([O:5][C:6](=[O:40])[NH:7][C:8]1([C:12]2[CH:17]=[CH:16][C:15]([C:18]3[C:19](=[O:39])[C:20]4[C:25]([O:26][C:27]=3[C:28]3[CH:33]=[CH:32][CH:31]=[CH:30][CH:29]=3)=[C:24]3[N:34]([CH3:38])[N:35]=[C:36](I)[C:23]3=[CH:22][CH:21]=4)=[CH:14][CH:13]=2)[CH2:11][CH2:10][CH2:9]1)([CH3:4])([CH3:3])[CH3:2].[CH3:41][CH2:42]OC(C)=O>C1(C)C=CC=CC=1.C1CCCCC1.C1C=CC([P]([Pd]([P](C2C=CC=CC=2)(C2C=CC=CC=2)C2C=CC=CC=2)([P](C2C=CC=CC=2)(C2C=CC=CC=2)C2C=CC=CC=2)[P](C2C=CC=CC=2)(C2C=CC=CC=2)C2C=CC=CC=2)(C2C=CC=CC=2)C2C=CC=CC=2)=CC=1>[C:1]([O:5][C:6](=[O:40])[NH:7][C:8]1([C:12]2[CH:17]=[CH:16][C:15]([C:18]3[C:19](=[O:39])[C:20]4[C:25]([O:26][C:27]=3[C:28]3[CH:33]=[CH:32][CH:31]=[CH:30][CH:29]=3)=[C:24]3[N:34]([CH3:38])[N:35]=[C:36]([CH:41]=[CH2:42])[C:23]3=[CH:22][CH:21]=4)=[CH:14][CH:13]=2)[CH2:11][CH2:10][CH2:9]1)([CH3:4])([CH3:3])[CH3:2] |^1:63,65,84,103|. Procedure: A mixture of {1-[4-(3-iodo-1-methyl-6-oxo-8-phenyl-1,6-dihydro-9-oxa-1,2-diaza-cyclopenta[a]naphthalen-7-yl)-phenyl]-cyclobutyl}-carbamic acid tert-butyl ester (27 mg, 0.0417 mmol), tetrakis(triphenylphosphine)palladium(0) (4.8 mg, 0.004 mmol) and vinyltributylin (0.0183 mL, 0.063 mmol) in toluene (2 mL) was stirred at 90° C. under nitrogen. After 3 hours, reaction mixture cooled to RT and was subjected to flash chromatography (SiO2, gradient 20 to 40% EtOAc in cyclohexane) to afford the title c... Yields the product CON=C1CCC2=CC(=CC=C12)C=1OC=CC1Br (5-(3-Bromofuran-2-yl)indan-1-one O-methyloxime). Reactants: BrC=1OC=CC1Br (2,3-dibromofuran), CON=C1CCC2=CC(=CC=C12)B(O)O (1-Methoxyiminoindan-5-boronic acid). Procedure details: The title compound (1.6 g, 30%) was prepared from 2,3-dibromofuran and the product of Example 5 Step 6 using the method of Example 15 Step 1; 1H NMR (CDCl3) 7.88 (2H, m), 7.72 (1H, d, J 8.3 Hz), 7.42 (2H, d, J 3.1 Hz), 4.01 (3H, s), 3.17 (2H, m), 2.92 (2H, m). Isolated yield 30.0%. RXN SMILES: Br[C:2]1[O:3][CH:4]=[CH:5][C:6]=1[Br:7].[CH3:8][O:9][N:10]=[C:11]1[C:19]2[C:14](=[CH:15][C:16](B(O)O)=[CH:17][CH:18]=2)[CH2:13][CH2:12]1>>[CH3:8][O:9][N:10]=[C:11]1[C:19]2[C:14](=[CH:15][C:16]([C:2]3[O:3][CH:4]=[CH:5][C:6]=3[Br:7])=[CH:17][CH:18]=2)[CH2:13][CH2:12]1. Starting materials: CO, [Li+], C1CCOC1, [OH-], O, COC(=O)c1cc(NC(=O)NC2CN(C(=O)CC(C)(C)C)c3ccc(C)cc3N(CC(=O)c3ccccc3C)C2=O)ccc1C. The product is Cc1ccc2c(c1)N(CC(=O)c1ccccc1C)C(=O)C(NC(=O)Nc1ccc(C)c(C(=O)O)c1)CN2C(=O)CC(C)(C)C. As a reaction SMILES: [CH3:49][OH:50].[Li+:48].[O:51]1[CH2:52][CH2:53][CH2:54][CH2:55]1.[OH-:47].[OH2:46].[c:1]1([CH3:45])[c:2]([C:7](=[O:8])[CH2:9][N:10]2[C:11](=[O:44])[CH:12]([NH:29][C:30](=[O:31])[NH:32][c:33]3[cH:34][c:35]([C:40](=[O:41])[O:42][CH3:43])[c:36]([CH3:39])[cH:37][cH:38]3)[CH2:13][N:14]([C:22]([CH2:23][C:24]([CH3:25])([CH3:26])[CH3:27])=[O:28])[c:15]3[c:16]2[cH:17][c:18]([CH3:21])[cH:19][cH:20]3)[cH:3][cH:4][cH:5][cH:6]1>>[c:1]1([CH3:45])[c:2]([C:7](=[O:8])[CH2:9][N:10]2[C:11](=[O:44])[CH:12]([NH:29][C:30](=[O:31])[NH:32][c:33]3[cH:34][c:35]([C:40](=[O:41])[OH:42])[c:36]([CH3:39])[cH:37][cH:38]3)[CH2:13][N:14]([C:22]([CH2:23][C:24]([CH3:25])([CH3:26])[CH3:27])=[O:28])[c:15]3[c:16]2[cH:17][c:18]([CH3:21])[cH:19][cH:20]3)[cH:3][cH:4][cH:5][cH:6]1. Reactants: C(C=C)(=O)OCCCCCCOC1=CC=C(C=C1)OC(=O)C1=C(C(=O)O)C=C(C=C1)C(=O)OC1=CC=C(C=C1)OCCCCCCOC(C=C)=O (2,5-bis[4-(6-acryloyloxyhexyloxy)phenylcarboxy]benzoic acid), [N+](=O)([O-])C1=CC=C(C=C1)N=NC1=CC=C(OCCCCCCO)C=C1 (6-[4-(4-nitrophenylazo)phenoxy]hexanol), N,N'-dicyclohexyldicarbodiimide, O (water). Reagents/catalysts: CN(C1=CC=NC=C1)C (4-dimethylaminopyridine). The solvent is ClCCl (dichloromethane). Run at time 8 hour. Yields the product C(C=C)(=O)OCCCCCCOC1=CC=C(C=C1)OC(=O)C1=C(C(=O)OCCCCCCOC2=CC=C(C=C2)N=NC2=CC=C(C=C2)[N+](=O)[O-])C=C(C=C1)C(=O)OC1=CC=C(C=C1)OCCCCCCOC(C=C)=O (6-[4-(4-nitrophenylazo)phenoxy]hexyl 2,5-bis[4-(6-acryloyloxyhexyloxy)phenylcarboxy]benzoate). Yield: 54.7%. As a reaction SMILES: [C:1]([O:5][CH2:6][CH2:7][CH2:8][CH2:9][CH2:10][CH2:11][O:12][C:13]1[CH:18]=[CH:17][C:16]([O:19][C:20]([C:22]2[CH:30]=[CH:29][C:28]([C:31]([O:33][C:34]3[CH:39]=[CH:38][C:37]([O:40][CH2:41][CH2:42][CH2:43][CH2:44][CH2:45][CH2:46][O:47][C:48](=[O:51])[CH:49]=[CH2:50])=[CH:36][CH:35]=3)=[O:32])=[CH:27][C:23]=2[C:24]([OH:26])=[O:25])=[O:21])=[CH:15][CH:14]=1)(=[O:4])[CH:2]=[CH2:3].[N+:52]([C:55]1[CH:60]=[CH:59][C:58]([N:61]=[N:62][C:63]2[CH:76]=[CH:75][C:66]([O:67][CH2:68][CH2:69][CH2:70][CH2:71][CH2:72][CH2:73]O)=[CH:65][CH:64]=2)=[CH:57][CH:56]=1)([O-:54])=[O:53].O>CN(C)C1C=CN=CC=1.ClCCl>[C:1]([O:5][CH2:6][CH2:7][CH2:8][CH2:9][CH2:10][CH2:11][O:12][C:13]1[CH:14]=[CH:15][C:16]([O:19][C:20]([C:22]2[CH:30]=[CH:29][C:28]([C:31]([O:33][C:34]3[CH:35]=[CH:36][C:37]([O:40][CH2:41][CH2:42][CH2:43][CH2:44][CH2:45][CH2:46][O:47][C:48](=[O:51])[CH:49]=[CH2:50])=[CH:38][CH:39]=3)=[O:32])=[CH:27][C:23]=2[C:24]([O:26][CH2:73][CH2:72][CH2:71][CH2:70][CH2:69][CH2:68][O:67][C:66]2[CH:65]=[CH:64][C:63]([N:62]=[N:61][C:58]3[CH:57]=[CH:56][C:55]([N+:52]([O-:54])=[O:53])=[CH:60][CH:59]=3)=[CH:76][CH:75]=2)=[O:25])=[O:21])=[CH:17][CH:18]=1)(=[O:4])[CH:2]=[CH2:3]. Procedure: 0.2 g of N,N'-dicyclohexyldicarbodiimide (DCC) was added at room temperature while stirring to a solution of 0.5 g of 2,5-bis[4-(6-acryloyloxyhexyloxy)phenylcarboxy]benzoic acid, 0.25 g of 6-[4-(4-nitrophenylazo)phenoxy]hexanol and 0.04 g of 4-dimethylaminopyridine (DMAP) in 25 ml of dichloromethane. The reaction mixture was stirred at room temperature overnight, poured into 100 ml of water and then extracted three times with 50 ml of dichloromethane each time. The organic phases were combined, ... The reactants are CC(C)O, CNC(=O)c1ccccc1Nc1nc(Cl)ncc1Cl, Cl, CN1CC(=O)Nc2cc(N)ccc2C1, CC1(C)C2CCC1(CS(=O)(=O)O)C(=O)C2, C1COCCO1. The product is CNC(=O)c1ccccc1Nc1nc(Nc2ccc3c(c2)NC(=O)CN(C)C3)ncc1Cl. As a reaction SMILES: [CH:56]([OH:57])([CH3:58])[CH3:59].[Cl:15][c:16]1[n:17][cH:18][c:19]([Cl:33])[c:20]([NH:22][c:23]2[c:24]([C:25](=[O:26])[NH:27][CH3:28])[cH:29][cH:30][cH:31][cH:32]2)[n:21]1.[ClH:49].[NH2:1][c:2]1[cH:3][cH:4][c:5]2[c:6]([cH:14]1)[NH:7][C:8](=[O:13])[CH2:9][N:10]([CH3:12])[CH2:11]2.[O:34]=[S:35](=[O:36])([OH:37])[CH2:38][C:39]12[CH2:40][CH2:41][CH:42]([C:43]1([CH3:44])[CH3:45])[CH2:46][C:47]2=[O:48].[O:50]1[CH2:51][CH2:52][O:53][CH2:54][CH2:55]1>>[NH:1]([c:2]1[cH:3][cH:4][c:5]2[c:6]([cH:14]1)[NH:7][C:8](=[O:13])[CH2:9][N:10]([CH3:12])[CH2:11]2)[c:16]1[n:17][cH:18][c:19]([Cl:33])[c:20]([NH:22][c:23]2[c:24]([C:25](=[O:26])[NH:27][CH3:28])[cH:29][cH:30][cH:31][cH:32]2)[n:21]1. Reactants: CC(C)(C)OC(=O)N1CCC(N)CC1, COCCOC, Clc1nccc2ccccc12, CC(=O)[O-], CC(=O)[O-], [Pd+2]. The product is CC(C)(C)OC(=O)N1CCC(Nc2nccc3ccccc23)CC1. As a reaction SMILES: [C:12]([CH3:13])([CH3:14])([CH3:15])[O:16][C:17](=[O:18])[N:19]1[CH2:20][CH2:21][CH:22]([NH2:25])[CH2:23][CH2:24]1.[CH2:26]([CH2:27][O:28][CH3:29])[O:30][CH3:31].[Cl:1][c:2]1[n:3][cH:4][cH:5][c:6]2[cH:7][cH:8][cH:9][cH:10][c:11]12.[O-:33][C:34]([CH3:35])=[O:36].[O-:37][C:38]([CH3:39])=[O:40].[Pd+2:32]>>[c:2]1([NH:25][CH:22]2[CH2:21][CH2:20][N:19]([C:17]([O:16][C:12]([CH3:13])([CH3:14])[CH3:15])=[O:18])[CH2:24][CH2:23]2)[n:3][cH:4][cH:5][c:6]2[cH:7][cH:8][cH:9][cH:10][c:11]12. The reactants are C(=O)(N1C=NC=C1)N1C=NC=C1 (carbonyldiimidazole), O1CCCC1.CN(C=O)C (tetrahydrofuran dimethylformamide), 4-dimethylamino-butyn-2-oic acid, NC1=NC2=C(C(=NC1)C1=CC=CC=C1)C=C(C=C2)Cl (2-amino-7-chloro-5-phenyl-3H-1,4-benzodiazepine). The product is ClC=1C=CC2=C(C(=NCC=3N2C(=CC(N3)=O)CCN(C)C)C3=CC=CC=C3)C1 (9-chloro-1(dimethylaminoethyl)-7-phenylpyrimido[1,2-a][1,4]-benzodiazepin-3(5H)-one). As a reaction SMILES: [C:1]([N:8]1[CH:12]=[CH:11]N=[CH:9]1)(N1C=CN=C1)=O.[NH2:13][C:14]1[CH2:20][N:19]=[C:18]([C:21]2[CH:26]=[CH:25][CH:24]=[CH:23][CH:22]=2)[C:17]2[CH:27]=[C:28]([Cl:31])[CH:29]=[CH:30][C:16]=2[N:15]=1.[O:32]1C[CH2:35][CH2:34][CH2:33]1.CN(C)C=O>>[Cl:31][C:28]1[CH:29]=[CH:30][C:16]2[N:15]3[C:35]([CH2:11][CH2:12][N:8]([CH3:1])[CH3:9])=[CH:34][C:33](=[O:32])[N:13]=[C:14]3[CH2:20][N:19]=[C:18]([C:21]3[CH:26]=[CH:25][CH:24]=[CH:23][CH:22]=3)[C:17]=2[CH:27]=1 |f:2.3|. Procedure: In the manner given in Example 16, carbonyldiimidazole, 4-dimethylamino-butyn-2-oic acid and 2-amino-7-chloro-5-phenyl-3H-1,4-benzodiazepine was stirred in tetrahydrofuran-dimethylformamide to give 9-chloro-1(dimethylaminoethyl)-7-phenylpyrimido[1,2-a][1,4]-benzodiazepin-3(5H)-one.